The task is: describe an organic reaction: reactants, conditions, products, and yield. This data is from the Open Reaction Database (ORD), a public repository of structured organic reaction records. The reactants are [H-].[Na+] (Sodium hydride), OCCCN1CCOCC1 (4-(3-hydroxypropyl)morpholine), ClC=1C=C(N)C=CC1C#N (3-Chloro-4-cyanoaniline). The solvent is CN1CCCC1=O (NMP). Conditions: temperature 145 celsius, time 15 minute. The product is C(#N)C1=C(C=C(N)C=C1)OCCCN1CCOCC1 (4-cyano-3-(3-morpholinopropoxy)aniline). Yield: 25.5%. As a reaction SMILES: [H-].[Na+].[OH:3][CH2:4][CH2:5][CH2:6][N:7]1[CH2:12][CH2:11][O:10][CH2:9][CH2:8]1.Cl[C:14]1[CH:15]=[C:16]([CH:18]=[CH:19][C:20]=1[C:21]#[N:22])[NH2:17]>CN1C(=O)CCC1>[C:21]([C:20]1[CH:19]=[CH:18][C:16]([NH2:17])=[CH:15][C:14]=1[O:3][CH2:4][CH2:5][CH2:6][N:7]1[CH2:12][CH2:11][O:10][CH2:9][CH2:8]1)#[N:22] |f:0.1|. Procedure: Sodium hydride (2.0 g of an 85% dispersion in mineral oil, 60 mmol) was added to 4-(3-hydroxypropyl)morpholine (4.8 g, 30 mmol), (Tet. Lett. 1994, 35, 1715), in NMP (50 ml) and the mixture was stirred for 15 minutes. 3-Chloro-4-cyanoaniline (4.8 g, 30 mmol) was added and the mixture was heated at 145° C. for 6 hours. The mixture was allowed to cool and was partitioned between ethyl acetate and water. The organic layer was separated, washed with water and then brine and dried (MgSO4). The solvent... Reactants: CCCCCC, COC(=O)c1cc2cc(C=O)c3ccccc3c2s1, ClCCl, O=Cc1cc2sccc2c2ccccc12. Product: O=Cc1cc2ccsc2c2ccccc12. RXN SMILES: [CH3:38][CH2:39][CH2:40][CH2:41][CH2:42][CH3:43].[CH:16](=[O:17])[c:18]1[cH:19][c:20]2[c:21]([s:22][c:23]([C:25]([O:26][CH3:27])=[O:28])[cH:24]2)[c:29]2[cH:30][cH:31][cH:32][cH:33][c:34]12.[Cl:35][CH2:36][Cl:37].[cH:1]1[c:2]2[c:3]3[c:4]([cH:5][cH:6][cH:7][cH:8]3)[c:9]([CH:10]=[O:11])[cH:12][c:13]2[s:14][cH:15]1>>[CH:16](=[O:17])[c:18]1[cH:19][c:20]2[c:21]([s:22][cH:23][cH:24]2)[c:29]2[cH:30][cH:31][cH:32][cH:33][c:34]12. Reactants: BrC=1SC(=CN1)C(=O)NC=1SC(=CN1)C(NC=1SC=C(N1)C1=CC=C(C=C1)C)=O (2-bromo-N-(5-(4-p-tolylthiazol-2-ylcarbamoyl)thiazol-2-yl)thiazole-5-carboxamide). The solvent is C(CC)N (propylamine). Product: C(CC)NC=1SC(=CN1)C(=O)NC=1SC(=CN1)C(NC=1SC=C(N1)C1=CC=C(C=C1)C)=O (2-(propylamino)-N-(5-(4-p-tolylthiazol-2-ylcarbamoyl)-thiazol-2-yl)thiazole-5-carboxamide). The yield is 206.3%. RXN SMILES: Br[C:2]1[S:3][C:4]([C:7]([NH:9][C:10]2[S:11][C:12]([C:15](=[O:29])[NH:16][C:17]3[S:18][CH:19]=[C:20]([C:22]4[CH:27]=[CH:26][C:25]([CH3:28])=[CH:24][CH:23]=4)[N:21]=3)=[CH:13][N:14]=2)=[O:8])=[CH:5][N:6]=1>C(N)CC>[CH2:5]([NH:6][C:2]1[S:3][C:4]([C:7]([NH:9][C:10]2[S:11][C:12]([C:15](=[O:29])[NH:16][C:17]3[S:18][CH:19]=[C:20]([C:22]4[CH:27]=[CH:26][C:25]([CH3:28])=[CH:24][CH:23]=4)[N:21]=3)=[CH:13][N:14]=2)=[O:8])=[CH:5][N:6]=1)[CH2:4][CH3:7]. Procedure details: A solution of 2-bromo-N-(5-(4-p-tolylthiazol-2-ylcarbamoyl)thiazol-2-yl)thiazole-5-carboxamide (15 mg, 0.03 mmol) in neat propylamine (0.5 mL) was stirred at reflux for 24 hrs. The solvent was evaporated and the crude product was purified by column chromatography (0%-5% MeOH/AcOEt) yielding 2-(propylamino)-N-(5-(4-p-tolylthiazol-2-ylcarbamoyl)-thiazol-2-yl)thiazole-5-carboxamide (15 mg, 17%). Starting materials: CC1=C(C(=O)O)N2C(=O)C(NC(c3ccccc3)(c3ccccc3)c3ccccc3)C2SC1, CCC=CCCCC, CC#N, [N-]=[N+]=C(c1ccccc1)c1ccccc1. Yields the product CC1=C(C(=O)OC(c2ccccc2)c2ccccc2)N2C(=O)C(NC(c3ccccc3)(c3ccccc3)c3ccccc3)C2SC1. RXN SMILES: [C:16](=[O:17])([OH:18])[C:19]1=[C:26]([CH3:27])[CH2:25][S:24][CH:23]2[N:20]1[C:21](=[O:48])[CH:22]2[NH:28][C:29]([c:30]1[cH:31][cH:32][cH:33][cH:34][cH:35]1)([c:36]1[cH:37][cH:38][cH:39][cH:40][cH:41]1)[c:42]1[cH:43][cH:44][cH:45][cH:46][cH:47]1.[CH3:49][CH2:50][CH:51]=[CH:52][CH2:53][CH2:54][CH2:55][CH3:56].[CH3:57][C:58]#[N:59].[c:1]1([C:7](=[N+:8]=[N-:9])[c:10]2[cH:11][cH:12][cH:13][cH:14][cH:15]2)[cH:2][cH:3][cH:4][cH:5][cH:6]1>>[c:1]1([CH:7]([c:10]2[cH:11][cH:12][cH:13][cH:14][cH:15]2)[O:17][C:16](=[O:18])[C:19]2=[C:26]([CH3:27])[CH2:25][S:24][CH:23]3[N:20]2[C:21](=[O:48])[CH:22]3[NH:28][C:29]([c:30]2[cH:31][cH:32][cH:33][cH:34][cH:35]2)([c:36]2[cH:37][cH:38][cH:39][cH:40][cH:41]2)[c:42]2[cH:43][cH:44][cH:45][cH:46][cH:47]2)[cH:2][cH:3][cH:4][cH:5][cH:6]1.